Task: describe an organic reaction: reactants, conditions, products, and yield. Dataset: the Open Reaction Database (ORD), a public repository of structured organic reaction records Starting materials: BrC1=CC=C2C(=C(C=NC2=C1)[N+](=O)[O-])NCC(C)C ((7-bromo-3-nitroquinolin-4-yl)-(2-methylpropyl)amine). Reagents/catalysts: [Pt] (platinum on carbon). Solvent: C(C)#N (acetonitrile), C(C)(C)O (isopropanol), C(C)#N (acetonitrile), C(C)(C)O (isopropanol). Run at time 1 hour. The product is BrC1=CC=C2C(=C(C=NC2=C1)N)NCC(C)C (7-bromo-N4-(2-methylpropyl)quinoline-3,4-diamine). As a reaction SMILES: [Br:1][C:2]1[CH:11]=[C:10]2[C:5]([C:6]([NH:15][CH2:16][CH:17]([CH3:19])[CH3:18])=[C:7]([N+:12]([O-])=O)[CH:8]=[N:9]2)=[CH:4][CH:3]=1>C(#N)C.C(O)(C)C.[Pt]>[Br:1][C:2]1[CH:11]=[C:10]2[C:5]([C:6]([NH:15][CH2:16][CH:17]([CH3:19])[CH3:18])=[C:7]([NH2:12])[CH:8]=[N:9]2)=[CH:4][CH:3]=1. Reported procedure: A solution of (7-bromo-3-nitroquinolin-4-yl)-(2-methylpropyl)amine (30.9 g, 105 mmol) in acetonitrile (1.8 L) and isopropanol (200 mL) was added to a Parr vessel. A mixture of 5% platinum on carbon (3.0 g) and acetonitrile:isopropanol (20 mL) was added, and the vessel was purged with nitrogen. The vessel was placed under hydrogen pressure (40 psi, 2.8×105 Pa) for two hours. After one hour, the pressure had decreased to 20 psi (1.4×105 Pa) and was readjusted to 40 psi (2.8×105 Pa). The reaction m... The reactants are O=N[O-], Nc1cc2c(c(C(=O)O)c1)CCCC2, [Na+], O, O=S(=O)(O)O. Yields the product O=C(O)c1cc(O)cc2c1CCCC2. Reaction SMILES: [N:20]([O-:21])=[O:22].[NH2:1][c:2]1[cH:3][c:4]([C:12](=[O:13])[OH:14])[c:5]2[c:10]([cH:11]1)[CH2:9][CH2:8][CH2:7][CH2:6]2.[Na+:23].[OH2:24].[S:15]([OH:16])(=[O:17])(=[O:18])[OH:19]>>[c:2]1([OH:16])[cH:3][c:4]([C:12](=[O:13])[OH:14])[c:5]2[c:10]([cH:11]1)[CH2:9][CH2:8][CH2:7][CH2:6]2. The reactants are ClCC(=O)C1=C(C=C(C(=C1)OC)C)NC (2-Chloro-5'-methoxy-4'-methyl-2'-(methylamino)acetophenone), C(C)(=O)OC(C)=O (acetic anhydride), C(=O)O (formic acid), resultant mixture, [OH-].[Na+] (sodium hydroxide). Solvent: O (Water). Reaction conditions: time 1 hour. Yields the product ClCC(=O)C1=C(N(C=O)C)C=C(C(=C1)OC)C (2'-(2-chloroacetyl)-4'-methoxy-5'-methyl-N-methylformanilide). RXN SMILES: [Cl:1][CH2:2][C:3]([C:5]1C=C(OC)[C:8]([CH3:13])=[CH:7][C:6]=1[NH:14][CH3:15])=[O:4].[C:16]([O:19][C:20](=O)[CH3:21])(=O)C.[CH:23](O)=[O:24].[OH-].[Na+]>O>[Cl:1][CH2:2][C:3]([C:5]1[CH:21]=[C:20]([O:19][CH3:16])[C:8]([CH3:13])=[CH:7][C:6]=1[N:14]([CH3:15])[CH:23]=[O:24])=[O:4] |f:3.4|. Procedure: 2-Chloro-5'-methoxy-4'-methyl-2'-(methylamino)acetophenone (10 g) is added at ambient temperature to a stirred mixture of acetic anhydride (23 ml) and formic acid (16 ml), previously stirred at 55° for a 1hour, and the resultant mixture is stirred for 2 hours at 20°. Water (80 ml) followed by aqueous sodium hydroxide (specific gravity 1.5, 60 ml) are added, whilst maintaining the temperature below 10°. The mixture is then extracted with dichloromethane to give a solution of 2'-(2-chloroacetyl)-4... Procedure: from 3-chloro-5H-dibenzo[a,d]cyclohepten-5-one and N,N-dimethylamino-ethylamine, there is obained 3-chloro-N-(2-dimethylamino-ethyl)-5H-dibenzo[a,d]cyclohepten-5-imine, melting point 173°-175° C. (oxalate); The product is C(C(=O)O)(=O)O.CN(CCN=C1C2=C(C=CC3=C1C=CC=C3)C=CC=C2)C (N-(2-dimethylamino-ethyl)-5H-dibenzo[a,d]cyclohepten-5-imine oxalate). The reactants are ClC=1C=CC2=C(C(C3=C(C=C2)C=CC=C3)=O)C1 (3-chloro-5H-dibenzo[a,d]cyclohepten-5-one), C(C(=O)[O-])(=O)[O-] (oxalate), CNN(NC)CC (N,N-dimethylamino-ethylamine), ClC=1C=CC2=C(C(C3=C(C=C2)C=CC=C3)=NCCN(C)C)C1 (3-chloro-N-(2-dimethylamino-ethyl)-5H-dibenzo[a,d]cyclohepten-5-imine). As a reaction SMILES: ClC1C=CC2C=CC3C=CC=CC=3C(=O)C=2C=1.CNN(CC)NC.Cl[C:26]1[CH:27]=[CH:28][C:29]2[CH:35]=[CH:34][C:33]3[CH:36]=[CH:37][CH:38]=[CH:39][C:32]=3[C:31](=[N:40][CH2:41][CH2:42][N:43]([CH3:45])[CH3:44])[C:30]=2[CH:46]=1.[C:47]([O-:52])(=[O:51])[C:48]([O-:50])=[O:49]>>[C:47]([OH:52])(=[O:51])[C:48]([OH:50])=[O:49].[CH3:44][N:43]([CH3:45])[CH2:42][CH2:41][N:40]=[C:31]1[C:32]2[CH:39]=[CH:38][CH:37]=[CH:36][C:33]=2[CH:34]=[CH:35][C:29]2[CH:28]=[CH:27][CH:26]=[CH:46][C:30]1=2 |f:4.5|. The reactants are C1CCNCC1, CC(C)(C)[O-], Cc1ccccc1, [Na+], O=S(=O)(Oc1ccc2ccccc2c1)C(F)(F)F. Yields the product c1ccc2cc(N3CCCCC3)ccc2c1. RXN SMILES: [CH2:25]1[CH2:26][CH2:27][NH:28][CH2:29][CH2:30]1.[CH3:1][C:2]([CH3:3])([O-:4])[CH3:5].[CH3:31][c:32]1[cH:33][cH:34][cH:35][cH:36][cH:37]1.[Na+:6].[cH:7]1[c:8]([O:17][S:18]([C:19]([F:20])([F:21])[F:22])(=[O:23])=[O:24])[cH:9][cH:10][c:11]2[cH:12][cH:13][cH:14][cH:15][c:16]12>>[cH:7]1[c:8]([N:28]2[CH2:27][CH2:26][CH2:25][CH2:30][CH2:29]2)[cH:9][cH:10][c:11]2[cH:12][cH:13][cH:14][cH:15][c:16]12.